describe an organic reaction: reactants, conditions, products, and yield From a dataset of the Open Reaction Database (ORD), a public repository of structured organic reaction records. Reactants: NC1C(N(C2=C(C(=N1)C1=CC=CC=C1)C=CC=C2)CC(=O)C2=CC1=CC=CC=C1C=C2)=O (3-Amino-1,3-dihydro-1-(2-naphthoylmethyl)-5-phenyl-2H-1,4-benzodiazepin-2-one), C1(=CC(=CC=C1)N=C=O)C (3-tolyl isocyanate). The product is C1=C(C=CC2=CC=CC=C12)C(=O)CN1C(C(N=C(C2=C1C=CC=C2)C2=CC=CC=C2)NC(=O)NC=2C=C(C=CC2)C)=O (1-[2,3-Dihydro-1-(2-naphthoylmethyl)-2-oxo-5-phenyl-1H-1,4-benzodiazepin-3-yl]-3-(3-tolyl)urea). RXN SMILES: [NH2:1][CH:2]1[N:8]=[C:7]([C:9]2[CH:14]=[CH:13][CH:12]=[CH:11][CH:10]=2)[C:6]2[CH:15]=[CH:16][CH:17]=[CH:18][C:5]=2[N:4]([CH2:19][C:20]([C:22]2[CH:31]=[CH:30][C:29]3[C:24](=[CH:25][CH:26]=[CH:27][CH:28]=3)[CH:23]=2)=[O:21])[C:3]1=[O:32].[C:33]1([CH3:42])[CH:38]=[CH:37][CH:36]=[C:35]([N:39]=[C:40]=[O:41])[CH:34]=1>>[CH:23]1[C:24]2[C:29](=[CH:28][CH:27]=[CH:26][CH:25]=2)[CH:30]=[CH:31][C:22]=1[C:20]([CH2:19][N:4]1[C:5]2[CH:18]=[CH:17][CH:16]=[CH:15][C:6]=2[C:7]([C:9]2[CH:14]=[CH:13][CH:12]=[CH:11][CH:10]=2)=[N:8][CH:2]([NH:1][C:40]([NH:39][C:35]2[CH:34]=[C:33]([CH3:42])[CH:38]=[CH:37][CH:36]=2)=[O:41])[C:3]1=[O:32])=[O:21]. Reported procedure: 3-Amino-1,3-dihydro-1-(2-naphthoylmethyl)-5-phenyl-2H-1,4-benzodiazepin-2-one, and 3-tolyl isocyanate